Task: describe an organic reaction: reactants, conditions, products, and yield. Dataset: the Open Reaction Database (ORD), a public repository of structured organic reaction records Reactants: BrC=1C=C(C=CC1)N1C2=C(C=3C=C(C=CC13)C)CN(CC2)C (5-(3-bromophenyl)-2,8-dimethyl-2,3,4,5-tetrahydro-1H-pyrido[4,3-b]indole), OC1=CC=C(C=N1)B1OC(C)(C)C(C)(C)O1 (6-hydroxypyridine-3-boronic acid pinacol ester), C(=O)([O-])[O-].[K+].[K+] (K2CO3), O (water). Reagents/catalysts: C=1C=CC(=CC1)[P](C=2C=CC=CC2)(C=3C=CC=CC3)[Pd]([P](C=4C=CC=CC4)(C=5C=CC=CC5)C=6C=CC=CC6)([P](C=7C=CC=CC7)(C=8C=CC=CC8)C=9C=CC=CC9)[P](C=1C=CC=CC1)(C=1C=CC=CC1)C=1C=CC=CC1 (Pd(PPh3)4). The solvent is COCCOC (DME). Reaction conditions: temperature 90 celsius, time 45 minute. Product: CN1CC2=C(N(C=3C=CC(=CC23)C)C=2C=C(C=CC2)C=2C=CC(=NC2)O)CC1 (5-(3-(2,8-dimethyl-3,4-dihydro-1H-pyrido[4,3-b]indol-5(2H)-yl)phenyl)pyridin-2-ol). RXN SMILES: Br[C:2]1[CH:3]=[C:4]([N:8]2[C:16]3[CH:15]=[CH:14][C:13]([CH3:17])=[CH:12][C:11]=3[C:10]3[CH2:18][N:19]([CH3:22])[CH2:20][CH2:21][C:9]2=3)[CH:5]=[CH:6][CH:7]=1.[OH:23][C:24]1[N:29]=[CH:28][C:27](B2OC(C)(C)C(C)(C)O2)=[CH:26][CH:25]=1.C([O-])([O-])=O.[K+].[K+].O>COCCOC.C1C=CC([P]([Pd]([P](C2C=CC=CC=2)(C2C=CC=CC=2)C2C=CC=CC=2)([P](C2C=CC=CC=2)(C2C=CC=CC=2)C2C=CC=CC=2)[P](C2C=CC=CC=2)(C2C=CC=CC=2)C2C=CC=CC=2)(C2C=CC=CC=2)C2C=CC=CC=2)=CC=1>[CH3:22][N:19]1[CH2:20][CH2:21][C:9]2[N:8]([C:4]3[CH:5]=[C:6]([C:27]4[CH:26]=[CH:25][C:24]([OH:23])=[N:29][CH:28]=4)[CH:7]=[CH:2][CH:3]=3)[C:16]3[CH:15]=[CH:14][C:13]([CH3:17])=[CH:12][C:11]=3[C:10]=2[CH2:18]1 |f:2.3.4,^1:55,57,76,95|. Procedure details: To a de-aerated solution of 5-(3-bromophenyl)-2,8-dimethyl-2,3,4,5-tetrahydro-1H-pyrido[4,3-b]indole (100 mg, 0.281 mmol), 6-hydroxypyridine-3-boronic acid pinacol ester (124 mg, 0.557 mmol) and K2CO3 (116 mg, 0.845 mmol) in DME (4 mL)-water (2 mL) was added Pd(PPh3)4 (16 mg, 0.013 mmol). The reaction mixture was stirred at 90° C. for 45 min. The reaction mixture concentrated under reduced pressure. The residue was dissolved in EtOAc (50 mL) and washed with water (20 mL). The organic layer was d... Starting materials: resultant product, C(C)(=O)[O-].[NH4+] (ammonium acetate), CO (methanol), CN(NC(=O)C1=CC=C(OCC(=O)OC)C=C1)C(C1=CC=C(C=C1)C(N)=S)=O (methyl 4-[3-methyl-3-(4-thio-carbamoylbenzoyl) carbazoyl]phenoxyacetate), IC (iodomethane). The solvent is ClCCl (dichloromethane), CC(=O)C (acetone). Yields the product I.CN(NC(=O)C1=CC=C(OCC(=O)OC)C=C1)C(C1=CC=C(C=C1)C(N)=N)=O (Methyl 4-[3-methyl-3-(4-amidinobenzoyl)carbazoyl]phenoxy-acetate, hydroiodide salt). RXN SMILES: [CH3:1][N:2]([C:18](=[O:28])[C:19]1[CH:24]=[CH:23][C:22]([C:25](=S)[NH2:26])=[CH:21][CH:20]=1)[NH:3][C:4]([C:6]1[CH:17]=[CH:16][C:9]([O:10][CH2:11][C:12]([O:14][CH3:15])=[O:13])=[CH:8][CH:7]=1)=[O:5].[I:29]C.C([O-])(=O)C.[NH4+:35].CO>CC(C)=O.ClCCl>[IH:29].[CH3:1][N:2]([C:18](=[O:28])[C:19]1[CH:24]=[CH:23][C:22]([C:25](=[NH:35])[NH2:26])=[CH:21][CH:20]=1)[NH:3][C:4]([C:6]1[CH:17]=[CH:16][C:9]([O:10][CH2:11][C:12]([O:14][CH3:15])=[O:13])=[CH:8][CH:7]=1)=[O:5] |f:2.3,7.8|. Procedure: In a similar manner to Example 12, methyl 4-[3-methyl-3-(4-thio-carbamoylbenzoyl) carbazoyl]phenoxyacetate (2 g) was reacted with iodomethane (15 ml) in acetone (200 ml) and the resultant product was treated with ammonium acetate (5 g), methanol (150 ml) and dichloromethane (150 ml). This yielded a crude yellow solid, which was triturated with methanol/dichloromethane, rather than crystallised, to give the title compound (800 mg) as a pale yellow hydroiodide salt; m.p. 208° C. (decomposes); NMR ... Starting materials: ClC(Cl)Cl, S=C(Cl)Cl, CCOC(=O)c1cc(N)c(Cl)cc1Cl. Product: CCOC(=O)c1cc(N=C=S)c(Cl)cc1Cl. Reaction SMILES: [CH:19]([Cl:20])([Cl:21])[Cl:22].[Cl:15][C:16]([Cl:17])=[S:18].[Cl:1][c:2]1[c:3]([NH2:4])[cH:5][c:6]([C:10](=[O:11])[O:12][CH2:13][CH3:14])[c:7]([Cl:9])[cH:8]1>>[Cl:1][c:2]1[c:3]([N:4]=[C:16]=[S:18])[cH:5][c:6]([C:10](=[O:11])[O:12][CH2:13][CH3:14])[c:7]([Cl:9])[cH:8]1. The reactants are CN(C)C=O (DMF), S(=O)(Cl)Cl (thionyl chloride), COC=1C=CC2=C(N=C(O2)S)C1 (5-methoxybenzoxazole-2-thiol). Product: ClC=1OC2=C(N1)C=C(C=C2)OC (2-chloro-5-methoxybenzoxazole). RXN SMILES: [CH3:1][O:2][C:3]1[CH:4]=[CH:5][C:6]2[O:10][C:9](S)=[N:8][C:7]=2[CH:12]=1.CN(C=O)C.S(Cl)([Cl:20])=O>>[Cl:20][C:9]1[O:10][C:6]2[CH:5]=[CH:4][C:3]([O:2][CH3:1])=[CH:12][C:7]=2[N:8]=1. Reported procedure: The mixture containing 5-methoxybenzoxazole-2-thiol was heated in thionyl chloride with a drop of DMF. The resultant mixture was concentrated and partitioned between ethyl acetate and water. The organic layer was washed with brine and dried and concentrated. Purification on a silica gel column gave 2-chloro-5-methoxybenzoxazole as a white solid. MS: MH+=184. Reactants: BrCCBr, O=C([O-])[O-], CCOC(C)=O, FC(F)(F)c1ccccc1S, [K+], [K+], CN(C)C=O, O. The product is FC(F)(F)c1ccccc1SCCBr. RXN SMILES: [Br:12][CH2:13][CH2:14][Br:15].[C:16](=[O:17])([O-:18])[O-:19].[CH3:22][CH2:23][O:24][C:25]([CH3:26])=[O:27].[F:1][C:2]([c:3]1[c:4]([SH:9])[cH:5][cH:6][cH:7][cH:8]1)([F:10])[F:11].[K+:20].[K+:21].[O:28]=[CH:29][N:30]([CH3:31])[CH3:32].[OH2:33]>>[F:1][C:2]([c:3]1[c:4]([S:9][CH2:14][CH2:13][Br:12])[cH:5][cH:6][cH:7][cH:8]1)([F:10])[F:11]. Starting materials: [OH-].[K+] (KOH), Cl (hydrochloric acid), COC1=CC=C2CCC(C2=C1)=O (6-methoxy-1-indanone), C(C1=CC=CC=C1)=O (benzaldehyde). The solvent is C(C)O (ethanol), O (water), C(C)O (ethanol). Conditions: time 1 hour. Product: C(C1=CC=CC=C1)=C1C(C2=CC(=CC=C2C1)OC)=O (2-Benzylidene-6-methoxy-1-indanone). Isolated yield 72.4%. As a reaction SMILES: [CH3:1][O:2][C:3]1[CH:11]=[C:10]2[C:6]([CH2:7][CH2:8][C:9]2=[O:12])=[CH:5][CH:4]=1.[CH:13](=O)[C:14]1[CH:19]=[CH:18][CH:17]=[CH:16][CH:15]=1.[OH-].[K+].Cl>C(O)C.O>[CH:13](=[C:8]1[CH2:7][C:6]2[C:10](=[CH:11][C:3]([O:2][CH3:1])=[CH:4][CH:5]=2)[C:9]1=[O:12])[C:14]1[CH:19]=[CH:18][CH:17]=[CH:16][CH:15]=1 |f:2.3|. Reported procedure: To a 0° C. mixture of 9.66 g (59.6 mmol) of 6-methoxy-1-indanone and 6.32 g (59.6 mmol) of benzaldehyde in 10 ml ethanol was added 9.66 ml of a 4% KOH in ethanol solution. The reaction was stirred 1 hour and then added to 300 ml water and the pH of the quench adjusted to 2 with 1N hydrochloric acid. The resultant mixture was extracted with 3×300 ml ether, and the extracts combined, dried over MgSO4, evaporated and the residue triturated with ether to yield 10.8 g (72%) of present title compound ... Reactants: TiO2, C(C(=C)C)(=O)OCCC[Si](OC)(OC)OC (methacryloxypropyltrimethoxysilane), C(C1=CC=CC=C1)(=O)OOC(C1=CC=CC=C1)=O (benzoyl peroxide), kaolin, [Sn].C(C=C)(=O)[O-] (tin acrylate). Run in C1=CC=CC=C1 (benzene). Run at time 8 hour. Product: [Sn].C(C=C)(=O)[O-].C(C(=C)C)(=O)OCCC[Si](OC)(OC)OC (Tin acrylate methacryloxypropyltrimethoxysilane). As a reaction SMILES: [Sn:1].[C:2]([O-:6])(=[O:5])[CH:3]=[CH2:4].[C:7]([O:12][CH2:13][CH2:14][CH2:15][Si:16]([O:21][CH3:22])([O:19][CH3:20])[O:17][CH3:18])(=[O:11])[C:8]([CH3:10])=[CH2:9].C(OOC(=O)C1C=CC=CC=1)(=O)C1C=CC=CC=1>C1C=CC=CC=1>[Sn:1].[C:2]([O-:6])(=[O:5])[CH:3]=[CH2:4].[C:7]([O:12][CH2:13][CH2:14][CH2:15][Si:16]([O:21][CH3:22])([O:17][CH3:18])[O:19][CH3:20])(=[O:11])[C:8]([CH3:10])=[CH2:9] |f:0.1,5.6.7,^3:0,46|. Reported procedure: Raw uncoated rock (100 grams, Little Rock 11-grade) was combined with TiO2 (0.75 gram) and kaolin clay (1.33 gram) into a 500 ml beaker and mixed until the pigments were well dispersed onto the rock surface. In a separate vial, distilled water (0.9 gram) and fluorochemical surfactant (0.09 gram) were added together and mixed. In the same manner, the tin-acrylate monomer (1.5 gram, 4.0×10-3 mole), methacryloxypropyltrimethoxysilane monomer (1.50 g, 6.03×10-3 mole; Petrarch, Lot #110297), and benz...